Dataset: the Open Reaction Database (ORD), a public repository of structured organic reaction records. Task: describe an organic reaction: reactants, conditions, products, and yield Product: CC(C)c1ccc(NC(=O)C(c2ccc(C=CC(=O)Nc3ccccc3NC(=O)OC(C)(C)C)cc2)N(CC(C)N2CCOCC2)C(=O)OC(C)(C)C)cc1. The reactants are CC(CN(C(=O)OC(C)(C)C)C(C(=O)O)c1ccc(C=CC(=O)Nc2ccccc2NC(=O)OC(C)(C)C)cc1)N1CCOCC1, CCN(C(C)C)C(C)C, CC(C)c1ccc(N)cc1, ClCCl. As a reaction SMILES: [C:1]([CH3:2])([CH3:3])([CH3:4])[O:5][C:6](=[O:7])[NH:8][c:9]1[c:10]([NH:15][C:16](=[O:17])[CH:18]=[CH:19][c:20]2[cH:21][cH:22][c:23]([CH:26]([C:27](=[O:28])[OH:29])[N:30]([CH2:31][CH:32]([CH3:33])[N:34]3[CH2:35][CH2:36][O:37][CH2:38][CH2:39]3)[C:40](=[O:41])[O:42][C:43]([CH3:44])([CH3:45])[CH3:46])[cH:24][cH:25]2)[cH:11][cH:12][cH:13][cH:14]1.[CH:47]([N:48]([CH:49]([CH3:50])[CH3:51])[CH2:52][CH3:53])([CH3:54])[CH3:55].[CH:56]([CH3:57])([CH3:58])[c:59]1[cH:60][cH:61][c:62]([NH2:63])[cH:64][cH:65]1.[Cl:66][CH2:67][Cl:68]>>[C:1]([CH3:2])([CH3:3])([CH3:4])[O:5][C:6](=[O:7])[NH:8][c:9]1[c:10]([NH:15][C:16](=[O:17])[CH:18]=[CH:19][c:20]2[cH:21][cH:22][c:23]([CH:26]([C:27](=[O:28])[NH:63][c:62]3[cH:61][cH:60][c:59]([CH:56]([CH3:57])[CH3:58])[cH:65][cH:64]3)[N:30]([CH2:31][CH:32]([CH3:33])[N:34]3[CH2:35][CH2:36][O:37][CH2:38][CH2:39]3)[C:40](=[O:41])[O:42][C:43]([CH3:44])([CH3:45])[CH3:46])[cH:24][cH:25]2)[cH:11][cH:12][cH:13][cH:14]1.